Dataset: the Open Reaction Database (ORD), a public repository of structured organic reaction records. Task: describe an organic reaction: reactants, conditions, products, and yield Starting materials: N#Cc1csc(CBr)c1, CC1CCCN1CC1CCCN1C(=O)c1ccc(O)cc1F. Yields the product CC1CCCN1CC1CCCN1C(=O)c1ccc(OCc2cc(C#N)cs2)cc1F. RXN SMILES: [Br:23][CH2:24][c:25]1[cH:26][c:27]([C:30]#[N:31])[cH:28][s:29]1.[F:1][c:2]1[c:3]([C:9](=[O:10])[N:11]2[CH:12]([CH2:16][N:17]3[CH:18]([CH3:22])[CH2:19][CH2:20][CH2:21]3)[CH2:13][CH2:14][CH2:15]2)[cH:4][cH:5][c:6]([OH:8])[cH:7]1>>[F:1][c:2]1[c:3]([C:9](=[O:10])[N:11]2[CH:12]([CH2:16][N:17]3[CH:18]([CH3:22])[CH2:19][CH2:20][CH2:21]3)[CH2:13][CH2:14][CH2:15]2)[cH:4][cH:5][c:6]([O:8][CH2:24][c:25]2[cH:26][c:27]([C:30]#[N:31])[cH:28][s:29]2)[cH:7]1.